This data is from the Open Reaction Database (ORD), a public repository of structured organic reaction records. The task is: describe an organic reaction: reactants, conditions, products, and yield The reactants are CCOC(=O)Cc1cc(-c2nnc(CCC(Cc3ccc(C(F)(F)F)nc3)NC(=O)OC(C)(C)C)s2)ccc1[N+](=O)[O-], CCO, Cl, [Fe], [Na+], O=C([O-])O, O. The product is CC(C)(C)OC(=O)NC(CCc1nnc(-c2ccc3c(c2)CC(=O)N3)s1)Cc1ccc(C(F)(F)F)nc1. Reaction SMILES: [C:1]([CH3:2])([CH3:3])([CH3:4])[O:5][C:6](=[O:7])[NH:8][CH:9]([CH2:10][CH2:11][c:12]1[n:13][n:14][c:15](-[c:17]2[cH:18][cH:19][c:20]([N+:29]([O-:26])=[O:27])[c:21]([CH2:23][C:24](=[O:25])[O:28][CH2:30][CH3:31])[cH:22]2)[s:16]1)[CH2:32][c:33]1[cH:34][n:35][c:36]([C:39]([F:40])([F:41])[F:42])[cH:37][cH:38]1.[CH3:49][CH2:50][OH:51].[ClH:43].[Fe:53].[Na+:48].[O-:44][C:45]([OH:46])=[O:47].[OH2:52]>>[C:1]([CH3:2])([CH3:3])([CH3:4])[O:5][C:6](=[O:7])[NH:8][CH:9]([CH2:10][CH2:11][c:12]1[n:13][n:14][c:15](-[c:17]2[cH:18][cH:19][c:20]3[c:21]([cH:22]2)[CH2:23][C:24](=[O:25])[NH:29]3)[s:16]1)[CH2:32][c:33]1[cH:34][n:35][c:36]([C:39]([F:40])([F:41])[F:42])[cH:37][cH:38]1. Starting materials: CC(C)c1cccc(C(C)C)c1N=C=O, CC(C)c1ccc(NCc2ccc(-c3ccccc3)cc2)cc1. The product is CC(C)c1ccc(N(Cc2ccc(-c3ccccc3)cc2)C(=O)Nc2c(C(C)C)cccc2C(C)C)cc1. As a reaction SMILES: [CH:24]([CH3:25])([CH3:26])[c:27]1[c:28]([N:36]=[C:37]=[O:38])[c:29]([CH:33]([CH3:34])[CH3:35])[cH:30][cH:31][cH:32]1.[c:1]1(-[c:18]2[cH:19][cH:20][cH:21][cH:22][cH:23]2)[cH:2][cH:3][c:4]([CH2:7][NH:8][c:9]2[cH:10][cH:11][c:12]([CH:15]([CH3:16])[CH3:17])[cH:13][cH:14]2)[cH:5][cH:6]1>>[c:1]1(-[c:18]2[cH:19][cH:20][cH:21][cH:22][cH:23]2)[cH:2][cH:3][c:4]([CH2:7][N:8]([c:9]2[cH:10][cH:11][c:12]([CH:15]([CH3:16])[CH3:17])[cH:13][cH:14]2)[C:37]([NH:36][c:28]2[c:27]([CH:24]([CH3:25])[CH3:26])[cH:32][cH:31][cH:30][c:29]2[CH:33]([CH3:34])[CH3:35])=[O:38])[cH:5][cH:6]1.